The task is: describe an organic reaction: reactants, conditions, products, and yield. This data is from the Open Reaction Database (ORD), a public repository of structured organic reaction records. The reactants are C(C)OC(=O)C=1C(=C2C(=NC=NN2C1)NC1=CC(=C(C=C1)C)O)OC (4-[(3-Hydroxy-4-methylphenyl)amino]-5-methoxypyrrolo[2,1-f][1,2,4]triazine-6-carboxylic acid ethyl ester), BrC1=CC(=C(N)C=C1)F (4-bromo-2-fluoro-aniline), C(C)OC(=O)C=1C(=C2C(=NC=NN2C1)NC1=CC(=C(C=C1)C)O)OC (4-[(3-Hydroxy-4-methylphenyl)amino]-5-methoxypyrrolo[2,1-f][1,2,4]triazine-6-carboxylic acid ethyl ester). The product is C(C)OC(=O)C=1C(=C2C(=NC=NN2C1)NC1=C(C=C(C=C1)Br)F)OC (4-[(4-Bromo-2-fluorophenyl)amino]-5-methoxypyrrolo[2,1-f][1,2,4]triazine-6-carboxylic acid ethyl ester), white solid. Yield: 70.9%. As a reaction SMILES: [CH2:1]([O:3][C:4]([C:6]1[C:7]([O:24][CH3:25])=[C:8]2[N:13]([CH:14]=1)[N:12]=[CH:11][N:10]=[C:9]2NC1C=CC(C)=C(O)C=1)=[O:5])[CH3:2].[Br:26][C:27]1[CH:33]=[CH:32][C:30]([NH2:31])=[C:29]([F:34])[CH:28]=1>>[CH2:1]([O:3][C:4]([C:6]1[C:7]([O:24][CH3:25])=[C:8]2[N:13]([CH:14]=1)[N:12]=[CH:11][N:10]=[C:9]2[NH:31][C:30]1[CH:32]=[CH:33][C:27]([Br:26])=[CH:28][C:29]=1[F:34])=[O:5])[CH3:2]. Procedure details: The title compound was prepared from Compound G of Example 96 (0.2 mmol) and 4-bromo-2-fluoro-aniline (76 mg, 0.3 mmol) by the procedure analogous with the preparation of Compound H of Example 96. Thus, when the reaction was complete it was concentrated and washed with 1 N aqueous HCl to provide a solid which was triturated with aqueous NaHCO3 and water and then dried to provide 58 mg (70.9%) white solid. MS: [M+H]+=409, 411 (1:1); 1H NMR (d-DMSO): δ 8.83 (s, 1H), 7.97-7.93 (m, 2H), 7.90 (s, 1H)... The solvent is C(C)(=O)O (acetic acid), O (water), C(C)(=O)O (acetic acid), C(C)(=O)O (acetic acid). Product: BrC=1C=C(C=CC1OC)C1=CC=NC=C1 (4-(3-Bromo-4-methoxyphenyl)pyridine). Run at temperature 60 celsius, time 1 hour. Procedure: 4-(4-Methoxyphenyl)pyridine (1 g, 5.4 mmol) was dissolved in glacial acetic acid (6 ml). Iron powder (30 mg, 0.54 mmol) was added followed by a solution of bromine (0.36 ml) in glacial acetic acid (3 ml) slowly over 5 minutes. The resulting solution was stirred at 60° C. for 1 hour. A solution of bromine (0.13 ml) in glacial acetic acid (1 ml) was added and stirring was continued at 60° C. for 1.5 hours. The solution was allowed to cool to ambient temperature, diluted with water (20 ml). Excess ... As a reaction SMILES: [CH3:1][O:2][C:3]1[CH:8]=[CH:7][C:6]([C:9]2[CH:14]=[CH:13][N:12]=[CH:11][CH:10]=2)=[CH:5][CH:4]=1.[Br:15]Br>C(O)(=O)C.O.[Fe]>[Br:15][C:8]1[CH:7]=[C:6]([C:9]2[CH:10]=[CH:11][N:12]=[CH:13][CH:14]=2)[CH:5]=[CH:4][C:3]=1[O:2][CH3:1]. The reactants are BrBr (bromine), BrBr (bromine), COC1=CC=C(C=C1)C1=CC=NC=C1 (4-(4-Methoxyphenyl)pyridine). Reagents/catalysts: [Fe] (Iron). Reactants: Cl, CC(C)(C)OC(=O)N1CCC(c2nc(NCc3ccccn3)c3c(-c4ccccc4)cccc3n2)CC1. The product is c1ccc(-c2cccc3nc(C4CCNCC4)nc(NCc4ccccn4)c23)cc1. Reaction SMILES: [ClH:38].[c:1]1(-[c:7]2[c:8]3[c:9]([NH:30][CH2:31][c:32]4[n:33][cH:34][cH:35][cH:36][cH:37]4)[n:10][c:11]([CH:17]4[CH2:18][CH2:19][N:20]([C:23]([O:24][C:25]([CH3:26])([CH3:27])[CH3:28])=[O:29])[CH2:21][CH2:22]4)[n:12][c:13]3[cH:14][cH:15][cH:16]2)[cH:2][cH:3][cH:4][cH:5][cH:6]1>>[c:1]1(-[c:7]2[c:8]3[c:9]([NH:30][CH2:31][c:32]4[n:33][cH:34][cH:35][cH:36][cH:37]4)[n:10][c:11]([CH:17]4[CH2:18][CH2:19][NH:20][CH2:21][CH2:22]4)[n:12][c:13]3[cH:14][cH:15][cH:16]2)[cH:2][cH:3][cH:4][cH:5][cH:6]1. Reactants: CC(=O)CC(C)C, Cn1c(=O)c2c(ncn2CCCl)n(C)c1=O, [I-], [K+], Oc1ccc2[nH]cc(C3CCNCC3)c2c1, [Na+], [Na+], O=C([O-])[O-]. The product is Cn1c(=O)c2c(ncn2CCN2CCC(c3c[nH]c4ccc(O)cc34)CC2)n(C)c1=O. As a reaction SMILES: [CH3:41][CH:42]([CH3:43])[CH2:44][C:45](=[O:46])[CH3:47].[Cl:1][CH2:2][CH2:3][n:4]1[cH:5][n:6][c:7]2[n:8]([CH3:16])[c:9](=[O:15])[n:10]([CH3:14])[c:11](=[O:13])[c:12]12.[I-:40].[K+:39].[NH:17]1[CH2:18][CH2:19][CH:20]([c:23]2[cH:24][nH:25][c:26]3[cH:27][cH:28][c:29]([OH:32])[cH:30][c:31]23)[CH2:21][CH2:22]1.[Na+:33].[Na+:34].[O-:35][C:36](=[O:37])[O-:38]>>[CH2:2]([CH2:3][n:4]1[cH:5][n:6][c:7]2[n:8]([CH3:16])[c:9](=[O:15])[n:10]([CH3:14])[c:11](=[O:13])[c:12]12)[N:17]1[CH2:18][CH2:19][CH:20]([c:23]2[cH:24][nH:25][c:26]3[cH:27][cH:28][c:29]([OH:32])[cH:30][c:31]23)[CH2:21][CH2:22]1. Starting materials: NCCSCC1=CC=C(O1)CN(C)C (5-[[(2-aminoethyl)thio]methyl]-N,N-dimethyl-furanmethanamine), CS(=O)(=O)N=C(SC)SC (methylsulphonylcarbonimidodithioic acid, dimethyl ester). The solvent is C(C)(=O)OCC (ethyl acetate). The product is CN(C)CC1=CC=C(O1)CSCCNC(=NS(=O)(=O)C)SC (N-[2-[[5-[(Dimethylamino)methyl]-2-furanylmethyl]thio]ethyl]-N'-methylsulphonylcarbamimidothioic acid, methyl ester). The yield is 79.0%. RXN SMILES: [NH2:1][CH2:2][CH2:3][S:4][CH2:5][C:6]1[O:10][C:9]([CH2:11][N:12]([CH3:14])[CH3:13])=[CH:8][CH:7]=1.[CH3:15][S:16]([N:19]=[C:20](SC)[S:21][CH3:22])(=[O:18])=[O:17]>C(OCC)(=O)C>[CH3:13][N:12]([CH2:11][C:9]1[O:10][C:6]([CH2:5][S:4][CH2:3][CH2:2][NH:1][C:20]([S:21][CH3:22])=[N:19][S:16]([CH3:15])(=[O:18])=[O:17])=[CH:7][CH:8]=1)[CH3:14]. Reported procedure: A mixture of 5-[[(2-aminoethyl)thio]methyl]-N,N-dimethyl-furanmethanamine (2.97 g) and methylsulphonylcarbonimidodithioic acid, dimethyl ester (4.0 g) in ethyl acetate (250 ml) was refluxed for 18 hours. The mixture was washed with acetic acid (0.126 ml) in water (20 ml) three times, the aqueous extracts combined and the pH adjusted to 9 with 8% aqueous potassium carbonate. The oily suspension was extracted with ethyl acetate (3×125 ml), the combined extracts dried (magnesium sulphate) and evapo...